Dataset: the Open Reaction Database (ORD), a public repository of structured organic reaction records. Task: describe an organic reaction: reactants, conditions, products, and yield Reactants: C(C)(C)C1=C(CBr)C(=CC(=C1)C(C)C)C(C)C (2,4,6-triisopropylbenzyl bromide), Mg, [NH4+].[Cl-] (NH4Cl), CCOC(=O)C (EtOAc), C(C)(C)C1=C(OS(=O)(=O)N=C=O)C(=CC=C1)C(C)C (2,6-Diisopropylphenoxysulfonyl isocyanate). The solvent is C1CCOC1 (THF), C1CCOC1 (THF). Run at time 2 hour. The product is CC(C)C1=C(C(=CC(=C1)C(C)C)C(C)C)CC(=O)C=1C(=C(C(=CC1)C(C)C)OS(N)(=O)=O)C(C)C (Sulfamic acid[[2,4,6-tris(1-methylethyl)-phenyl]acetyl]-2,6-bis(1-methylethyl)phenyl ester). The yield is 67.0%. Reaction SMILES: [CH:1]([C:4]1[CH:11]=[C:10]([CH:12]([CH3:14])[CH3:13])[CH:9]=[C:8]([CH:15]([CH3:17])[CH3:16])[C:5]=1[CH2:6]Br)([CH3:3])[CH3:2].[CH:18]([C:21]1[CH:33]=[CH:32][CH:31]=[C:30]([CH:34]([CH3:36])[CH3:35])[C:22]=1[O:23][S:24]([N:27]=C=O)(=[O:26])=[O:25])([CH3:20])[CH3:19].[NH4+].[Cl-].C[CH2:40][O:41]C(C)=O>C1COCC1>[CH3:2][CH:1]([C:4]1[CH:11]=[C:10]([CH:12]([CH3:14])[CH3:13])[CH:9]=[C:8]([CH:15]([CH3:17])[CH3:16])[C:5]=1[CH2:6][C:40]([C:33]1[C:21]([CH:18]([CH3:19])[CH3:20])=[C:22]([O:23][S:24](=[O:25])(=[O:26])[NH2:27])[C:30]([CH:34]([CH3:35])[CH3:36])=[CH:31][CH:32]=1)=[O:41])[CH3:3] |f:2.3|. Procedure: A solution of 2,4,6-triisopropylbenzyl bromide (12 g, 40.4 retool) in dry THF (160 nIL) was added to a suspension of Mg powder (1.96 g, 80.8 retool) (4 hours) in THF (20 mL) heated under reflux. 2,6-Diisopropylphenoxysulfonyl isocyanate (ROSO2NCO) (see Phos. and Sulf., 19:167 (1984) for preparation) (11.45 g, 40.4 mmol) was added neat, and after the addition was completed, the reflux was continued for another 2 hours. The reaction was stirred at room temperature for 16 hours. Saturated NH4Cl and... Starting materials: CN(C(C(=S)NC)C1=NC=CC=C1)C (2-dimethylamino-N-methyl-2-(2-pyridyl)thioacetamide), N1CCOCC1 (morpholine), C=O (formaldehyde). Run in CO (methanol). Yields the product CN(C(C(=S)NC)(CN1CCOCC1)C1=NC=CC=C1)C (2-dimethylamino-N-methyl-3-morpholino-2-(2-pyridyl)thiopropanamide). RXN SMILES: [CH3:1][N:2]([CH3:14])[CH:3]([C:8]1[CH:13]=[CH:12][CH:11]=[CH:10][N:9]=1)[C:4]([NH:6][CH3:7])=[S:5].[NH:15]1[CH2:20][CH2:19][O:18][CH2:17][CH2:16]1.[CH2:21]=O>CO>[CH3:14][N:2]([CH3:1])[C:3]([C:8]1[CH:13]=[CH:12][CH:11]=[CH:10][N:9]=1)([CH2:21][N:15]1[CH2:20][CH2:19][O:18][CH2:17][CH2:16]1)[C:4]([NH:6][CH3:7])=[S:5]. Reported procedure: A mixture of 19.5 g. of 2-dimethylamino-N-methyl-2-(2-pyridyl)thioacetamide in 200 ml. of methanol, 13 g. of morpholine and 4.5 g. of formaldehyde is heated at reflux for 48 hours. The mixture is concentrated in vacuo and the residue is recrystallized from isopropyl ether to give 2-dimethylamino-N-methyl-3-morpholino-2-(2-pyridyl)thiopropanamide. The reactants are ClC1=CC=C(C=C1)C1=NC(C=2N(C3=C1C=C(S3)CC)C(=NN2)C)(C(=O)OCC)CCCC(=O)OCC ((±)-Ethyl 4-(4-(4-chlorophenyl)-6-ethoxycarbonyl-2-ethyl-9-methyl-6H-thieno[3,2-f][1,2,4]-triazolo[4,3-a][1,4]diazepin-6-yl)butyrate), [OH-].[Ba+2].[OH-] (barium hydroxide). Solvent: C(C)O (ethanol), O (water), C(C)O (ethanol). Conditions: time 30 minute. The product is ClC1=CC=C(C=C1)C1=NC(C=2N(C3=C1C=C(S3)CC)C(=NN2)C)CCCC(=O)O ((±)-4-(4-(4-chlorophenyl)-2-ethyl-9-methyl-6H-thieno[3,2-f][1,2,4]triazolo[4,3-a][1,4]diazepin-6-yl)butyric acid). Isolated yield 38.8%. Reaction SMILES: [Cl:1][C:2]1[CH:7]=[CH:6][C:5]([C:8]2[C:14]3[CH:15]=[C:16]([CH2:18][CH3:19])[S:17][C:13]=3[N:12]3[C:20]([CH3:23])=[N:21][N:22]=[C:11]3[C:10]([CH2:29][CH2:30][CH2:31][C:32]([O:34]CC)=[O:33])(C(OCC)=O)[N:9]=2)=[CH:4][CH:3]=1.[OH-].[Ba+2].[OH-]>C(O)C.O>[Cl:1][C:2]1[CH:3]=[CH:4][C:5]([C:8]2[C:14]3[CH:15]=[C:16]([CH2:18][CH3:19])[S:17][C:13]=3[N:12]3[C:20]([CH3:23])=[N:21][N:22]=[C:11]3[CH:10]([CH2:29][CH2:30][CH2:31][C:32]([OH:34])=[O:33])[N:9]=2)=[CH:6][CH:7]=1 |f:1.2.3|. Procedure details: 4-(4-Chlorophenyl)-2-ethyl-9-methyl-6H-thieno[3,2-f][1,2,4]triazolo[4,3-a][1,4]diazepine (6 g) is dissolved in diethyl carbonate (100 ml) under a nitrogen stream, and 60% sodium hydride (1.2 g) is added with stirring at room temperature. The mixture is refluxed under heating for 1 hour and cooled to 50° C. with ice water. Ethyl bromobutyrate (4.3 ml) is added. After stirring at 100° C. for 2 hours, the reaction mixture is poured into ice water (1 l) and extracted with ethyl acetate. The organic ... RXN SMILES: [C:1]([S:14]([NH:17][CH3:18])(=[O:16])=[O:15])([C:4]([C:7]([C:10]([F:13])([F:12])[F:11])([F:9])[F:8])([F:6])[F:5])([F:3])[F:2].[CH2:19]([CH:21]1[O:23][CH2:22]1)Cl>>[CH3:18][N:17]([CH2:19][CH:21]1[CH2:22][O:23]1)[S:14]([C:1]([F:3])([F:2])[C:4]([F:6])([F:5])[C:7]([F:9])([F:8])[C:10]([F:13])([F:11])[F:12])(=[O:15])=[O:16]. Starting materials: C(F)(F)(C(F)(F)C(F)(F)C(F)(F)F)S(=O)(=O)NC (C4F9SO2NHCH3), C(Cl)C1CO1 (Epichlorohydrin). Reaction conditions: temperature 64 celsius. Yield: 42.0%. Procedure details: A mixture of C4F9SO2NHCH3 (313 g, 1.00 mol), generally made as described in U.S. Pat. No. 6,664,354, Example 1, Part A, and sodium methoxide (216 g of a 25% solution in methanol) was concentrated to a solid, which was dissolved in dry THF (500 mL). Epichlorohydrin (120.2 g, 1.3 mol) was rapidly added to the resulting solution, and the mixture was stirred at reflux (64° C.) for 20 hours. The cooled mixture was washed with about 1 L of water, and dichloromethane was used to help transfer the organ... The product is CN(S(=O)(=O)C(C(C(C(F)(F)F)(F)F)(F)F)(F)F)CC1OC1 (N-methyl-N-(oxiran-2-ylmethyl)perfluorobutane-1-sulfonamide). The reactants are CCC1CC2C3CCC4=CC(=O)CCC4C3CCC2(C)C1OC(=O)CBr, CO, O=C[O-], [K+]. The product is CCC1CC2C3CCC4=CC(=O)CCC4C3CCC2(C)C1OC(=O)CO. Reaction SMILES: [CH2:1]([CH3:2])[CH:3]1[CH:4]([O:22][C:23]([CH2:24][Br:25])=[O:26])[C:5]2([CH3:6])[CH:7]([CH2:8]1)[CH:9]1[CH2:10][CH2:11][C:12]3=[CH:13][C:14](=[O:21])[CH2:15][CH2:16][CH:17]3[CH:18]1[CH2:19][CH2:20]2.[CH3:31][OH:32].[CH:27](=[O:28])[O-:29].[K+:30]>>[CH2:1]([CH3:2])[CH:3]1[CH:4]([O:22][C:23]([CH2:24][OH:28])=[O:26])[C:5]2([CH3:6])[CH:7]([CH2:8]1)[CH:9]1[CH2:10][CH2:11][C:12]3=[CH:13][C:14](=[O:21])[CH2:15][CH2:16][CH:17]3[CH:18]1[CH2:19][CH2:20]2.